From a dataset of the Open Reaction Database (ORD), a public repository of structured organic reaction records. describe an organic reaction: reactants, conditions, products, and yield Reactants: FC(C(=O)O)(F)F.ClCCCC(C(=O)O)=CC1=CC(=C(C=C1)N1C=NC(=C1)C)OC (5-chloro-2-(3-methoxy-4-(4-methyl-1H-imidazol-1-yl)benzylidene)valeric acid trifluoroacetic acid salt), FC1=CC=C(C=C1)[C@H](C)N ((S)-1-(4-fluorophenyl)ethylamine), C(C)(C)N(CC)C(C)C (IPEA), C=1C=CC2=C(C1)N=NN2O (HOBT). Solvent: C(CCl)Cl (EDC), CN(C)C=O (DMF). Run at time 8 hour. The product is FC1=CC=C(C=C1)[C@H](C)NC(/C(/CCCCl)=C/C1=CC(=C(C=C1)N1C=NC(=C1)C)OC)=O ((E)-5-chloro-2-[3-methoxy-4-(4-methyl-1H-imidazol-1-yl)benzylidene]valeric acid ((1S)-1-(4-fluorophenyl)ethyl)amide). The yield is 48.0%. Reaction SMILES: FC(F)(F)C(O)=O.[Cl:8][CH2:9][CH2:10][CH2:11][C:12](=[CH:16][C:17]1[CH:22]=[CH:21][C:20]([N:23]2[CH:27]=[C:26]([CH3:28])[N:25]=[CH:24]2)=[C:19]([O:29][CH3:30])[CH:18]=1)[C:13]([OH:15])=O.[F:31][C:32]1[CH:37]=[CH:36][C:35]([C@@H:38]([NH2:40])[CH3:39])=[CH:34][CH:33]=1.C(N(C(C)C)CC)(C)C.C1C=CC2N(O)N=NC=2C=1>C(Cl)CCl.CN(C=O)C>[F:31][C:32]1[CH:37]=[CH:36][C:35]([C@@H:38]([NH:40][C:13](=[O:15])/[C:12](=[CH:16]/[C:17]2[CH:22]=[CH:21][C:20]([N:23]3[CH:27]=[C:26]([CH3:28])[N:25]=[CH:24]3)=[C:19]([O:29][CH3:30])[CH:18]=2)/[CH2:11][CH2:10][CH2:9][Cl:8])[CH3:39])=[CH:34][CH:33]=1 |f:0.1|. Procedure details: To a DMF (50 mL) solution of 5-chloro-2-(3-methoxy-4-(4-methyl-1H-imidazol-1-yl)benzylidene)valeric acid trifluoroacetic acid salt (8.00 g) and (S)-1-(4-fluorophenyl)ethylamine (2.60 g), IPEA (12.4 mL), EDC (6.82 g) and HOBT (4.81 g) were added one by one, and the reaction solution was agitated at room temperature overnight. After confirming disappearance of the starting materials, the solvent was concentrated under reduced pressure, water and ethyl acetate were added to the residue, and the org...